From a dataset of the Open Reaction Database (ORD), a public repository of structured organic reaction records. describe an organic reaction: reactants, conditions, products, and yield Reactants: Nc1ccc(Br)cc1, CCO, Clc1ccc2nc(Cl)sc2c1, Cl, C1COCCO1. Yields the product Clc1ccc2nc(Nc3ccc(Br)cc3)sc2c1. Reaction SMILES: [Br:12][c:13]1[cH:14][cH:15][c:16]([NH2:17])[cH:18][cH:19]1.[CH3:27][CH2:28][OH:29].[Cl:1][c:2]1[s:3][c:4]2[c:5]([n:6]1)[cH:7][cH:8][c:9]([Cl:11])[cH:10]2.[ClH:20].[O:21]1[CH2:22][CH2:23][O:24][CH2:25][CH2:26]1>>[c:2]1([NH:17][c:16]2[cH:15][cH:14][c:13]([Br:12])[cH:19][cH:18]2)[s:3][c:4]2[c:5]([n:6]1)[cH:7][cH:8][c:9]([Cl:11])[cH:10]2. Starting materials: N1=C(Cl)N=C(Cl)N=C1Cl (cyanuric chloride), C1OC2(CC(NC(C2)(C)C)(C)C)OC1 (4,4-ethylenedioxy-2,2,6,6-tetramethylpiperidine). The solvent is C=1(C(=CC=CC1)C)C (xylene), C=1(C(=CC=CC1)C)C (xylene), C=1(C(=CC=CC1)C)C (xylene). Product: ClC1=NC(=NC(=N1)Cl)N1C(CC2(CC1(C)C)OCCO2)(C)C (2,4-Dichloro-6-(4,4-ethylenedioxy-2,2,6,6-tetramethylpiperidin-1yl)-1,3,5-triazine). RXN SMILES: [N:1]1[C:8]([Cl:9])=[N:7][C:5](Cl)=[N:4][C:2]=1[Cl:3].[CH2:10]1[CH2:23][O:22][C:12]2([CH2:17][C:16]([CH3:19])([CH3:18])[NH:15][C:14]([CH3:21])([CH3:20])[CH2:13]2)[O:11]1>C1(C)C(C)=CC=CC=1>[Cl:9][C:8]1[N:1]=[C:2]([Cl:3])[N:4]=[C:5]([N:15]2[C:16]([CH3:19])([CH3:18])[CH2:17][C:12]3([O:11][CH2:10][CH2:23][O:22]3)[CH2:13][C:14]2([CH3:21])[CH3:20])[N:7]=1. Reported procedure: A solution of 55.3 g (0.3 mol) of cyanuric chloride in 300 ml of xylene is added dropwise with stirring and cooling to 0°-5° to a solution of 119.6 g (0.6 mol) of 4,4-ethylenedioxy-2,2,6,6-tetramethylpiperidine in 100 ml of xylene. The mixture is subsequently heated to reflux and kept at boiling point for 26 hours. After addition of 150 ml of xylene, the mixture is allowed to cool and the precipitate is filtered off. The filtrate is evaporated in vacuo. The residue is recrystallized from 300 ml ... Starting materials: CCCCCCC(=O)c1cccc(Br)c1, O=Cc1ccc(B(O)O)cc1, c1ccc(-c2ccccc2P(C2CCCCC2)C2CCCCC2)cc1, [F-], [K+], CC(=O)[O-], CC(=O)[O-], C1CCOC1, [Pd+2]. The product is CCCCCCC(=O)c1cccc(-c2ccc(C=O)cc2)c1. Reaction SMILES: [Br:1][c:2]1[cH:3][c:4]([C:8]([CH2:9][CH2:10][CH2:11][CH2:12][CH2:13][CH3:14])=[O:15])[cH:5][cH:6][cH:7]1.[CH:16](=[O:17])[c:18]1[cH:19][cH:20][c:21]([B:24]([OH:25])[OH:26])[cH:22][cH:23]1.[CH:29]1([P:30]([CH:31]2[CH2:32][CH2:33][CH2:34][CH2:35][CH2:36]2)[c:37]2[cH:38][cH:39][cH:40][cH:41][c:42]2-[c:43]2[cH:44][cH:45][cH:46][cH:47][cH:48]2)[CH2:49][CH2:50][CH2:51][CH2:52][CH2:53]1.[F-:27].[K+:28].[O-:60][C:61]([CH3:62])=[O:63].[O-:64][C:65]([CH3:66])=[O:67].[O:54]1[CH2:55][CH2:56][CH2:57][CH2:58]1.[Pd+2:59]>>[c:2]1(-[c:21]2[cH:20][cH:19][c:18]([CH:16]=[O:17])[cH:23][cH:22]2)[cH:3][c:4]([C:8]([CH2:9][CH2:10][CH2:11][CH2:12][CH2:13][CH3:14])=[O:15])[cH:5][cH:6][cH:7]1. Reactants: CCOC(=O)c1cc2cc(OCc3ccccc3)ccc2[nH]1, CN(C)C=O, O=S(=O)(OCC(F)(F)F)C(F)(F)F, [H-], [Na+]. The product is CCOC(=O)c1cc2cc(OCc3ccccc3)ccc2n1CC(F)(F)F. RXN SMILES: [CH2:1]([CH3:2])[O:3][C:4](=[O:5])[c:6]1[nH:7][c:8]2[cH:9][cH:10][c:11]([O:15][CH2:16][c:17]3[cH:18][cH:19][cH:20][cH:21][cH:22]3)[cH:12][c:13]2[cH:14]1.[CH3:38][N:39]([CH3:40])[CH:41]=[O:42].[F:25][C:26]([CH2:27][O:28][S:29]([C:30]([F:31])([F:32])[F:33])(=[O:34])=[O:35])([F:36])[F:37].[H-:23].[Na+:24]>>[CH2:1]([CH3:2])[O:3][C:4](=[O:5])[c:6]1[n:7]([CH2:27][C:26]([F:25])([F:36])[F:37])[c:8]2[cH:9][cH:10][c:11]([O:15][CH2:16][c:17]3[cH:18][cH:19][cH:20][cH:21][cH:22]3)[cH:12][c:13]2[cH:14]1. The reactants are ClC=1C=C(C(=O)OO)C=CC1 (3-Chloroperoxybenzoic acid), C(CCCC)(=O)OCCCN1C(=NC=2C=NC=3C=CC=CC3C21)CCCC (3-(2-Butyl-1H-imidazo[4,5-c]quinolin-1-yl)propyl pentanoate). Run in C(Cl)Cl (DCM). Conditions: time 18 hour. Product: C(CCCC)(=O)OCCCN1C(=NC=2C=[N+](C=3C=CC=CC3C21)[O-])CCCC (3-(2-Butyl-5-oxido-1H-imidazo[4,5-c]quinolin-1-yl)propyl pentanoate). RXN SMILES: ClC1C=C(C=CC=1)C(OO)=[O:6].[C:12]([O:18][CH2:19][CH2:20][CH2:21][N:22]1[C:34]2[C:33]3[CH:32]=[CH:31][CH:30]=[CH:29][C:28]=3[N:27]=[CH:26][C:25]=2[N:24]=[C:23]1[CH2:35][CH2:36][CH2:37][CH3:38])(=[O:17])[CH2:13][CH2:14][CH2:15][CH3:16]>C(Cl)Cl>[C:12]([O:18][CH2:19][CH2:20][CH2:21][N:22]1[C:34]2[C:33]3[CH:32]=[CH:31][CH:30]=[CH:29][C:28]=3[N+:27]([O-:6])=[CH:26][C:25]=2[N:24]=[C:23]1[CH2:35][CH2:36][CH2:37][CH3:38])(=[O:17])[CH2:13][CH2:14][CH2:15][CH3:16]. Procedure: 3-Chloroperoxybenzoic acid (1.6 g) was added to a solution of the product from step (iii) (2.15 g) in DCM (30 mL) at 5° C. The reaction mixture was allowed to warm to rt, stirred for 18 h and partitioned between DCM/saturated sodium bisulfate solution. The organics were separated washed with saturated NaHCO3 solution, water, dried and evaporated under reduced pressure. Yield 1.77 g The product is CC(C)OC(=O)c1nc(-c2ccc(=O)[nH]c2)c(-c2ccccc2)nc1N. As a reaction SMILES: [CH3:24][C:25]([CH3:26])([CH3:27])[O-:28].[CH3:30][CH2:31][O:32][C:33]([CH3:34])=[O:35].[K+:29].[NH2:1][c:2]1[c:3]([C:21](=[O:22])[OH:23])[n:4][c:5](-[c:14]2[cH:15][nH:16][c:17](=[O:20])[cH:18][cH:19]2)[c:6](-[c:8]2[cH:9][cH:10][cH:11][cH:12][cH:13]2)[n:7]1.[O:37]=[CH:38][N:39]([CH3:40])[CH3:41].[OH2:36]>>[NH2:1][c:2]1[c:3]([C:21](=[O:22])[O:23][CH:25]([CH3:24])[CH3:26])[n:4][c:5](-[c:14]2[cH:15][nH:16][c:17](=[O:20])[cH:18][cH:19]2)[c:6](-[c:8]2[cH:9][cH:10][cH:11][cH:12][cH:13]2)[n:7]1. Starting materials: CC(C)(C)[O-], CCOC(C)=O, [K+], Nc1nc(-c2ccccc2)c(-c2ccc(=O)[nH]c2)nc1C(=O)O, CN(C)C=O, O.